Dataset: the Open Reaction Database (ORD), a public repository of structured organic reaction records. Task: describe an organic reaction: reactants, conditions, products, and yield Reactants: NC1=NC(=C(C(=N1)C=1OC=CC1)C#N)S(=O)C (2-amino-4-furan-2-yl-6-methanesulfinyl-pyrimidine-5-carbonitrile), OC1CCN(CC1)C (4-hydroxy-1-methylpiperidine), C1CCC2=NCCCN2CC1 (DBU). Solvent: COCCOC (DME). The product is NC1=NC(=C(C(=N1)C=1OC=CC1)C#N)OC1CCN(CC1)C (2-Amino-4-furan-2-yl-6-(1-methyl-piperidin-4-yloxy)-pyrimidine-5-carbonitrile). As a reaction SMILES: [NH2:1][C:2]1[N:7]=[C:6]([C:8]2[O:9][CH:10]=[CH:11][CH:12]=2)[C:5]([C:13]#[N:14])=[C:4](S(C)=O)[N:3]=1.[OH:18][CH:19]1[CH2:24][CH2:23][N:22]([CH3:25])[CH2:21][CH2:20]1.C1CCN2C(=NCCC2)CC1>COCCOC>[NH2:1][C:2]1[N:7]=[C:6]([C:8]2[O:9][CH:10]=[CH:11][CH:12]=2)[C:5]([C:13]#[N:14])=[C:4]([O:18][CH:19]2[CH2:24][CH2:23][N:22]([CH3:25])[CH2:21][CH2:20]2)[N:3]=1. Reported procedure: From 2-amino-4-furan-2-yl-6-methanesulfinyl-pyrimidine-5-carbonitrile, 4-hydroxy-1-methylpiperidine and DBU in DME. ES-MS m/e (%): 300 (M+H+, 100). Reactants: CCOC(C)OC(Cc1ccccc1)C1CCC(c2cccs2)(N(C)C)CC1, CCOCC, Cl, [Na+], C1CCOC1, [OH-]. The product is CN(C)C1(c2cccs2)CCC(C(O)Cc2ccccc2)CC1. As a reaction SMILES: [CH2:2]([O:3][CH:4]([CH3:5])[O:7][CH:8]([CH2:9][c:10]1[cH:11][cH:12][cH:13][cH:14][cH:15]1)[CH:16]1[CH2:17][CH2:18][C:19]([c:22]2[s:23][cH:24][cH:25][cH:26]2)([N:27]([CH3:28])[CH3:29])[CH2:20][CH2:21]1)[CH3:6].[CH3:37][CH2:38][O:39][CH2:40][CH3:41].[ClH:1].[Na+:31].[O:32]1[CH2:33][CH2:34][CH2:35][CH2:36]1.[OH-:30]>>[OH:7][CH:8]([CH2:9][c:10]1[cH:11][cH:12][cH:13][cH:14][cH:15]1)[CH:16]1[CH2:17][CH2:18][C:19]([c:22]2[s:23][cH:24][cH:25][cH:26]2)([N:27]([CH3:28])[CH3:29])[CH2:20][CH2:21]1. Reactants: C(CCC)OCCOC1=CC=C(C=C1)C=1C=CC2=C(C=C(CCCN2)C(=O)NC2=CC=C(C=C2)S(=O)CC2=CN=CN2CCC)C1 ((−)-8-(4-(2-butoxyethoxy)phenyl)-N-(4-(((1-propylimidazol-5-yl)methyl)sulfinyl)phenyl)-1,2,3,4-tetrahydro-1-benzazocine-5-carboxamide), C1(CC1)C=O (cyclopropanecarboxaldehyde), C(C)(=O)O[BH-](OC(C)=O)OC(C)=O.[Na+] (sodium triacetoxyborohydride), O (water). The solvent is ClCCCl (1,2-dichloroethane). Conditions: time 8 hour. Yields the product C(CCC)OCCOC1=CC=C(C=C1)C=1C=CC2=C(C=C(CCCN2CC2CC2)C(=O)NC2=CC=C(C=C2)S(=O)CC2=CN=CN2CCC)C1 ((−)-8-(4-(2-butoxyethoxy)phenyl)-1-(cyclopropylmethyl)-N-(4-(((1-propylimidazol-5-yl)methyl)sulfinyl)phenyl)-1,2,3,4-tetrahydro-1-benzazocine-5-carboxamide). Yield: 42.3%. As a reaction SMILES: [CH2:1]([O:5][CH2:6][CH2:7][O:8][C:9]1[CH:14]=[CH:13][C:12]([C:15]2[CH:16]=[CH:17][C:18]3[NH:25][CH2:24][CH2:23][CH2:22][C:21]([C:26]([NH:28][C:29]4[CH:34]=[CH:33][C:32]([S:35]([CH2:37][C:38]5[N:42]([CH2:43][CH2:44][CH3:45])[CH:41]=[N:40][CH:39]=5)=[O:36])=[CH:31][CH:30]=4)=[O:27])=[CH:20][C:19]=3[CH:46]=2)=[CH:11][CH:10]=1)[CH2:2][CH2:3][CH3:4].[CH:47]1([CH:50]=O)[CH2:49][CH2:48]1.C(O[BH-](OC(=O)C)OC(=O)C)(=O)C.[Na+].O>ClCCCl>[CH2:1]([O:5][CH2:6][CH2:7][O:8][C:9]1[CH:14]=[CH:13][C:12]([C:15]2[CH:16]=[CH:17][C:18]3[N:25]([CH2:50][CH:47]4[CH2:49][CH2:48]4)[CH2:24][CH2:23][CH2:22][C:21]([C:26]([NH:28][C:29]4[CH:30]=[CH:31][C:32]([S:35]([CH2:37][C:38]5[N:42]([CH2:43][CH2:44][CH3:45])[CH:41]=[N:40][CH:39]=5)=[O:36])=[CH:33][CH:34]=4)=[O:27])=[CH:20][C:19]=3[CH:46]=2)=[CH:11][CH:10]=1)[CH2:2][CH2:3][CH3:4] |f:2.3|. Procedure details: To a solution of (−)-8-(4-(2-butoxyethoxy)phenyl)-N-(4-(((1-propylimidazol-5-yl)methyl)sulfinyl)phenyl)-1,2,3,4-tetrahydro-1-benzazocine-5-carboxamide (120 mg) in 1,2-dichloroethane (10 ml), cyclopropanecarboxaldehyde (65.6 mg) and sodium triacetoxyborohydride (119 mg) were added. The mixture was stirred at room temperature for overnight. The reaction mixture was poured into water and extracted with ethyl acetate. The organic layer was washed with saturated NaHCO3, brine, and dried over MgSO4. T...